This data is from the Open Reaction Database (ORD), a public repository of structured organic reaction records. The task is: describe an organic reaction: reactants, conditions, products, and yield Starting materials: C1(O)=C(O)C(O)=CC=C1 (pyrogallol), C(C)(C)OCCl (isopropoxymethylchloride). RXN SMILES: [C:1]1([CH:9]=[CH:8][CH:7]=[C:5]([OH:6])[C:3]=1[OH:4])[OH:2].[CH:10]([O:13][CH2:14]Cl)([CH3:12])[CH3:11]>>[CH:10]([O:13][CH2:14][O:2][C:1]1[CH:9]=[CH:8][CH:7]=[C:5]([O:6][CH2:14][O:13][CH:10]([CH3:12])[CH3:11])[C:3]=1[O:4][CH2:14][O:13][CH:10]([CH3:12])[CH3:11])([CH3:12])[CH3:11]. Yields the product C(C)(C)OCOC1=C(C(=CC=C1)OCOC(C)C)OCOC(C)C (1,2,3-tris(isopropoxymethoxy)benzene). Procedure: Using pyrogallol in place of phloroglucinol used in Synthesis Example 13 and isopropoxymethylchloride obtained in Synthesis Example 2, the reaction and treatment were carried out in the same manner as described in Synthesis Example 13 to give the corresponding 1,2,3-tris(isopropoxymethoxy)benzene as a yellow oil. Reactants: CC#N, [O-][Cl+][O-], [O-]Cl, Cl, [Na+], [Na+], [Na+], [Na+], [Na+], O, CCOC(=O)c1nc(NCC(c2ccccc2)c2ccccc2)c2ncn(C3OC(CO)C4OC(C)(C)OC43)c2n1, O=P([O-])(O)O, O=S([O-])[O-]. The product is CCOC(=O)c1nc(NCC(c2ccccc2)c2ccccc2)c2ncn(C3OC(C(=O)O)C4OC(C)(C)OC43)c2n1. RXN SMILES: [CH3:62][C:63]#[N:64].[Cl+:48]([O-:49])[O-:50].[Cl:52][O-:53].[ClH:61].[Na+:47].[Na+:51].[Na+:54].[Na+:59].[Na+:60].[OH2:65].[OH:1][CH2:2][CH:3]1[O:4][CH:5]([n:13]2[c:14]3[n:15][c:16]([C:37](=[O:38])[O:39][CH2:40][CH3:41])[n:17][c:18]([NH:22][CH2:23][CH:24]([c:25]4[cH:26][cH:27][cH:28][cH:29][cH:30]4)[c:31]4[cH:32][cH:33][cH:34][cH:35][cH:36]4)[c:19]3[n:20][cH:21]2)[CH:6]2[CH:7]1[O:8][C:9]([CH3:11])([CH3:12])[O:10]2.[P:42](=[O:43])([O-:44])([OH:45])[OH:46].[S:55]([O-:56])([O-:57])=[O:58]>>[O:1]=[C:2]([CH:3]1[O:4][CH:5]([n:13]2[c:14]3[n:15][c:16]([C:37](=[O:38])[O:39][CH2:40][CH3:41])[n:17][c:18]([NH:22][CH2:23][CH:24]([c:25]4[cH:26][cH:27][cH:28][cH:29][cH:30]4)[c:31]4[cH:32][cH:33][cH:34][cH:35][cH:36]4)[c:19]3[n:20][cH:21]2)[CH:6]2[CH:7]1[O:8][C:9]([CH3:11])([CH3:12])[O:10]2)[OH:43].